Dataset: the Open Reaction Database (ORD), a public repository of structured organic reaction records. Task: describe an organic reaction: reactants, conditions, products, and yield The reactants are C(C)(=O)OCC (ethyl acetate), ClCCCC1(CC=C(C=C1)C=O)O (4-chloropropyl(4-hydroxyphenyl)methanone), aqueous solution, [OH-].[Na+] (sodium hydroxide), S(O)(O)(=O)=O (sulfuric acid). Reaction conditions: time 6 hour. Product: C1(CC1)C(=O)C1=CC=C(C=C1)O (Cyclopropyl(4-hydroxyphenyl)methanone). As a reaction SMILES: ClCC[CH2:4][C:5]1(O)[CH:10]=[CH:9][C:8]([CH:11]=O)=[CH:7][CH2:6]1.[OH-:14].[Na+].S(=O)(=O)(O)O.C([O:24][CH2:25][CH3:26])(=O)C>>[CH:9]1([C:10]([C:5]2[CH:4]=[CH:26][C:25]([OH:24])=[CH:7][CH:6]=2)=[O:14])[CH2:8][CH2:11]1 |f:1.2|. Procedure: 4-chloropropyl(4-hydroxyphenyl)methanone (25.1 g, 127 mmol) was added to a 2 N aqueous solution of sodium hydroxide (283 mL, 566 mmol) in several portions under ice cooling. The reaction mixture was allowed to warm up to room temperature, and was stirred for 6 hours, and then dilute sulfuric acid (1.8 N) was added to the reaction mixture under ice cooling until a pH value of 2 was obtained. The reaction mixture was subjected to extraction twice with ethyl acetate. The organic layer thus obtained... Isolated yield 86.0%. Starting materials: C1(CCCCC1)C1=C(NC2=CC(=CC=C12)C(=O)OC)C1=C(C=CC=C1)CO (methyl 3-cyclohexyl-2-[2-(hydroxymethyl)phenyl]-1H-indole-6-carboxylate), N1=C(C=CC=C1C)C (2,6-lutidine), FC(S(=O)(=O)O[Si](C)(C)C(C)(C)C)(F)F (tert-butyl(dimethyl)silyl trifluoromethanesulfonate). Solvent: CCOC(=O)C (EtOAc). Reaction conditions: time 15 minute. Yields the product [Si](C)(C)(C(C)(C)C)OCC1=C(C=CC=C1)C=1NC2=CC(=CC=C2C1C1CCCCC1)C(=O)OC (Methyl 2-[2-({[tert-butyl(dimethyl)silyl]oxy}methyl)phenyl]-3-cyclohexyl-1H-indole-6-carboxylate). Yield: 90.0%. RXN SMILES: [CH:1]1([C:7]2[C:15]3[C:10](=[CH:11][C:12]([C:16]([O:18][CH3:19])=[O:17])=[CH:13][CH:14]=3)[NH:9][C:8]=2[C:20]2[CH:25]=[CH:24][CH:23]=[CH:22][C:21]=2[CH2:26][OH:27])[CH2:6][CH2:5][CH2:4][CH2:3][CH2:2]1.N1C(C)=CC=CC=1C.FC(F)(F)S(O[Si:42]([C:45]([CH3:48])([CH3:47])[CH3:46])([CH3:44])[CH3:43])(=O)=O>CCOC(C)=O>[Si:42]([O:27][CH2:26][C:21]1[CH:22]=[CH:23][CH:24]=[CH:25][C:20]=1[C:8]1[NH:9][C:10]2[C:15]([C:7]=1[CH:1]1[CH2:6][CH2:5][CH2:4][CH2:3][CH2:2]1)=[CH:14][CH:13]=[C:12]([C:16]([O:18][CH3:19])=[O:17])[CH:11]=2)([C:45]([CH3:48])([CH3:47])[CH3:46])([CH3:44])[CH3:43]. Reported procedure: A solution (0.039 M) of methyl 3-cyclohexyl-2-[2-(hydroxymethyl)phenyl]-1H-indole-6-carboxylate was treated with 2,6-lutidine (2 eq) and then with tert-butyl(dimethyl)silyl trifluoromethanesulfonate (1.2 eq). The solution was stirred for 15 min. Removal of the volatiles in vacuo gave a residue that was diluted with EtOAc, washed with 1N HCl, saturated aqueous NaHCO3, brine, dried and concentrated in vacuo to afford the title compound (90%) as a solid. MS (ES+) m/z 478 (M+H+). Starting materials: CC([O-])C.[Na+] (sodium isopropoxide), ClCC=1N=C(OC1C1CC1)C=1C=NC=CC1C(F)(F)F (4-chloromethyl-5-cyclopropyl-2-(4-trifluoromethyl-3-pyridyl)-oxazole). The solvent is CC(C)O (2-propanol). Product: C1(CC1)C1=C(N=C(O1)C=1C=NC=CC1C(F)(F)F)COC(C)C (5-Cyclopropyl-4-isopropyloxymethyl-2-(4-trifluoromethyl-3-pyridyl)-oxazole). Reaction SMILES: [CH3:1][CH:2]([CH3:4])[O-:3].[Na+].Cl[CH2:7][C:8]1[N:9]=[C:10]([C:16]2[CH:17]=[N:18][CH:19]=[CH:20][C:21]=2[C:22]([F:25])([F:24])[F:23])[O:11][C:12]=1[CH:13]1[CH2:15][CH2:14]1>CC(O)C>[CH:13]1([C:12]2[O:11][C:10]([C:16]3[CH:17]=[N:18][CH:19]=[CH:20][C:21]=3[C:22]([F:25])([F:24])[F:23])=[N:9][C:8]=2[CH2:7][O:3][CH:2]([CH3:4])[CH3:1])[CH2:15][CH2:14]1 |f:0.1|. Procedure: A freshly prepared solution of sodium isopropoxide (20 mg of Na, 5 ml of 2-propanol) was added to a solution of 4-chloromethyl-5-cyclopropyl-2-(4-trifluoromethyl-3-pyridyl)-oxazole (200 mg) in 2-propanol (5 ml), and the mixture was heated under reflux for 10 hours. The reaction mixture was subsequently concentrated, mixed with water and extracted with dichloro-methane. The organic phase was washed with saturated sodium chloride solution, dried (MgSO4) and filtered through silica gel. Concentrati... Reactants: [OH-].[Na+] (sodium hydroxide), resultant solution, CC(CCCC(C(=O)OCC)(C(=O)OCC)C)CC (diethyl 4-methylhexylmethylmalonate). Solvent: O (water), CO (methanol). Yields the product CC(CCCC(C(=O)O)(C(=O)O)C)CC (4-methylhexylmethylmalonic acid). RXN SMILES: [OH-].[Na+].[CH3:3][CH:4]([CH2:20][CH3:21])[CH2:5][CH2:6][CH2:7][C:8]([CH3:19])([C:14]([O:16]CC)=[O:15])[C:9]([O:11]CC)=[O:10]>O.CO>[CH3:3][CH:4]([CH2:20][CH3:21])[CH2:5][CH2:6][CH2:7][C:8]([CH3:19])([C:14]([OH:16])=[O:15])[C:9]([OH:11])=[O:10] |f:0.1|. Reported procedure: First, 8.18 g (0.22 mol) of sodium hydroxide was dissolved in a mixture solution of 28 ml of water and 14 ml of methanol, thus forming a solution. Next, g of the crude product (II), not refined, was added to the resultant solution and reacted with the solution at 20° C. for three to five hours, thereby obtaining 18.4 g of 4-methylhexylmethylmalonic acid (III). This reaction is represented as follows: ##STR4##